This data is from the Open Reaction Database (ORD), a public repository of structured organic reaction records. The task is: describe an organic reaction: reactants, conditions, products, and yield The product is CCOC(=O)CC(=O)c1cc(-c2ccc(C(F)(F)F)cc2)oc1CC. Reactants: O=C(n1ccnc1)n1ccnc1, CCOC(=O)CC(=O)[O-], CCc1oc(-c2ccc(C(F)(F)F)cc2)cc1C(=O)[O-], [Cl-], [Cl-], [K], [Mg+2], C1CCOC1, O. As a reaction SMILES: [C:21]([n:22]1[cH:23][cH:24][n:25][cH:26]1)([n:27]1[cH:28][cH:29][n:30][cH:31]1)=[O:32].[C:34]([CH2:35][C:36]([O-:37])=[O:38])(=[O:39])[O:40][CH2:41][CH3:42].[CH2:1]([CH3:2])[c:3]1[o:4][c:5](-[c:11]2[cH:12][cH:13][c:14]([C:17]([F:18])([F:19])[F:20])[cH:15][cH:16]2)[cH:6][c:7]1[C:8](=[O:9])[O-:10].[Cl-:43].[Cl-:45].[K:33].[Mg+2:44].[O:46]1[CH2:47][CH2:48][CH2:49][CH2:50]1.[OH2:51]>>[CH2:1]([CH3:2])[c:3]1[o:4][c:5](-[c:11]2[cH:12][cH:13][c:14]([C:17]([F:18])([F:19])[F:20])[cH:15][cH:16]2)[cH:6][c:7]1[C:8](=[O:9])[CH2:35][C:34](=[O:39])[O:40][CH2:41][CH3:42]. Starting materials: NC=1SC=CN1 (2-aminothiazole), COC=1C=C2C(=CC=NC2=CC1OC)SC=1SC(=CN1)N (2-(6,7-dimethoxyquinolin-4-ylsulfanyl)thiazol-5-ylamine), N1=CC=CC=C1 (pyridine), ClC(=O)OC1=CC=C(C=C1)[N+](=O)[O-] (4-nitrophenyl chloroformate). The solvent is C(C)N(CC)CC (triethylamine), O (water), C(C)(=O)OCC (ethyl acetate), C(C)(=O)OCC (ethyl acetate), O1CCCC1 (tetrahydrofuran), CO (methanol). Run at time 30 minute. The product is COC=1C=C2C(=CC=NC2=CC1OC)SC=1SC(=CN1)NC(=O)NC=1SC=CN1 (N-(2-(6,7-Dimethoxyquinolin-4-ylsulfanyl)thiazol-5-yl)-N′-(thiazol-2-yl)urea). Isolated yield 18.9%. As a reaction SMILES: [CH3:1][O:2][C:3]1[CH:4]=[C:5]2[C:10](=[CH:11][C:12]=1[O:13][CH3:14])[N:9]=[CH:8][CH:7]=[C:6]2[S:15][C:16]1[S:17][C:18]([NH2:21])=[CH:19][N:20]=1.N1C=CC=CC=1.Cl[C:29](OC1C=CC([N+]([O-])=O)=CC=1)=[O:30].[NH2:41][C:42]1[S:43][CH:44]=[CH:45][N:46]=1>O1CCCC1.CO.C(OCC)(=O)C.O.C(N(CC)CC)C>[CH3:1][O:2][C:3]1[CH:4]=[C:5]2[C:10](=[CH:11][C:12]=1[O:13][CH3:14])[N:9]=[CH:8][CH:7]=[C:6]2[S:15][C:16]1[S:17][C:18]([NH:21][C:29]([NH:41][C:42]2[S:43][CH:44]=[CH:45][N:46]=2)=[O:30])=[CH:19][N:20]=1. Reported procedure: After dissolving 2-(6,7-dimethoxyquinolin-4-ylsulfanyl)thiazol-5-ylamine (216 mg, 0.676 mmol) and pyridine (58.8 mg, 0.743 mmol) in tetrahydrofuran (3 ml), 4-nitrophenyl chloroformate (150 mg, 0.743 mmol) was added while cooling on ice, the mixture was stirred at room temperature for 30 minutes, 2-aminothiazole (101 mg, 1.01 mmol) and triethylamine (1 ml) were added, and the mixture was heated and stirred at 60° C. for 1 hour. The reaction solution was distributed between ethyl acetate and water... Reactants: CCN=C=O, CC#N, Cl, C1CCC2=NCCCN2CC1, CC1(N2C(=O)c3cccc(CN)c3C2=O)CCC(=O)NC1=O. The product is CCNC(=O)NCc1cccc2c1C(=O)N(C1(C)CCC(=O)NC1=O)C2=O. As a reaction SMILES: [CH2:35]([CH3:36])[N:37]=[C:38]=[O:39].[CH3:40][C:41]#[N:42].[ClH:12].[N:1]12[CH2:2][CH2:3][CH2:4][N:5]=[C:6]1[CH2:7][CH2:8][CH2:9][CH2:10][CH2:11]2.[NH2:13][CH2:14][c:15]1[c:16]2[c:20]([cH:21][cH:22][cH:23]1)[C:19](=[O:24])[N:18]([C:25]1([CH3:33])[C:26](=[O:32])[NH:27][C:28](=[O:31])[CH2:29][CH2:30]1)[C:17]2=[O:34]>>[NH:13]([CH2:14][c:15]1[c:16]2[c:20]([cH:21][cH:22][cH:23]1)[C:19](=[O:24])[N:18]([C:25]1([CH3:33])[C:26](=[O:32])[NH:27][C:28](=[O:31])[CH2:29][CH2:30]1)[C:17]2=[O:34])[C:38]([NH:37][CH2:35][CH3:36])=[O:39]. Reactants: BrC=1C(=C(C(NC1)=O)[N+](=O)[O-])C (5-bromo-4-methyl-3-nitro-2-pyridone), [H-].[Na+] (sodium hydride), C(C)(=O)OCC (Ethyl acetate), COC1=CC=C(CCl)C=C1 (4-methoxybenzyl chloride). Run in CN(C)C=O (DMF). Run at time 30 minute. Yields the product COC1=CC=C(CN2C(C(=C(C(=C2)Br)C)[N+](=O)[O-])=O)C=C1 (1-(4-methoxybenzyl)-5-bromo-4-methyl-3-nitro-2-pyridone). Yield: 68.0%. As a reaction SMILES: [Br:1][C:2]1[C:3]([CH3:12])=[C:4]([N+:9]([O-:11])=[O:10])[C:5](=[O:8])[NH:6][CH:7]=1.[H-].[Na+].[CH3:15][O:16][C:17]1[CH:24]=[CH:23][C:20]([CH2:21]Cl)=[CH:19][CH:18]=1.C(OCC)(=O)C>CN(C=O)C>[CH3:15][O:16][C:17]1[CH:24]=[CH:23][C:20]([CH2:21][N:6]2[CH:7]=[C:2]([Br:1])[C:3]([CH3:12])=[C:4]([N+:9]([O-:11])=[O:10])[C:5]2=[O:8])=[CH:19][CH:18]=1 |f:1.2|. Reported procedure: To a stirred solution of 5-bromo-4-methyl-3-nitro-2-pyridone (0.60 g, 2.5 mmol) in DMF (15 mL) was added sodium hydride (60% suspension in oil, 0.103 g). After 30 minutes, 4-methoxybenzyl chloride (0.35 mL) was added, and the mixture was stirred overnight at rt. Ethyl acetate was added and the organic phase was washed with water, dried (Na2SO4), filtered and evaporated. Chromatography of the residue over silica gel (ethyl acetate/hexane 1/1) gave 1-(4-methoxybenzyl)-5-bromo-4-methyl-3-nitro-2-py...